Dataset: the Open Reaction Database (ORD), a public repository of structured organic reaction records. Task: describe an organic reaction: reactants, conditions, products, and yield Reactants: 12.6, C1(=CC=CS1)C(=O)C1=CC=C(C(C(=O)OCC)C)C=C1 (ethyl p-(2-thenoyl)hydratropate), [OH-].[K+] (potassium hydroxide), Cl.ON (hydroxyl amine hydrochloride). The solvent is CO (methanol), CO (methanol), CO (methanol). Conditions: time 30 minute. Yields the product C1(=CC=CS1)C(=O)C1=CC=C(C(C(=O)NO)C)C=C1 (p-(2-thenoyl)hydratropohydroxamic acid). As a reaction SMILES: [C:1]1([C:6]([C:8]2[CH:20]=[CH:19][C:11]([CH:12]([CH3:18])[C:13](OCC)=[O:14])=[CH:10][CH:9]=2)=[O:7])[S:5][CH:4]=[CH:3][CH:2]=1.Cl.[OH:22][NH2:23].[OH-].[K+]>CO>[C:1]1([C:6]([C:8]2[CH:20]=[CH:19][C:11]([CH:12]([CH3:18])[C:13]([NH:23][OH:22])=[O:14])=[CH:10][CH:9]=2)=[O:7])[S:5][CH:4]=[CH:3][CH:2]=1 |f:1.2,3.4|. Reported procedure: To a stirred solution of 12.6 parts of ethyl p-(2-thenoyl)hydratropate in 35 parts of methanol is added successively and while cooling, first a solution of 6.05 parts of hydroxyl amine hydrochloride in 35 parts of methanol and then a solution of 7.3 parts of potassium hydroxide in 35 parts of methanol. Upon completion, the whole is stirred for 30 minutes. The mixture is filtered and the filtrate is stirred for 3 days at room temperature. The reaction mixture is evaporated and the residue is take... The reactants are COC=C1C(=O)NC(=O)c2ccc(C(=O)N(C)C)cc21, CN(C)C=O, Nc1ccc(CN2CCCCC2)cc1. Yields the product CN(C)C(=O)c1ccc2c(c1)C(=CNc1ccc(CN3CCCCC3)cc1)C(=O)NC2=O. Reaction SMILES: [CH3:1][N:2]([C:3](=[O:4])[c:5]1[cH:6][c:7]2[c:12]([cH:13][cH:14]1)[C:11](=[O:15])[NH:10][C:9](=[O:16])[C:8]2=[CH:17][O:18][CH3:19])[CH3:20].[CH3:35][N:36]([CH3:37])[CH:38]=[O:39].[N:21]1([CH2:27][c:28]2[cH:29][cH:30][c:31]([NH2:34])[cH:32][cH:33]2)[CH2:22][CH2:23][CH2:24][CH2:25][CH2:26]1>>[CH3:1][N:2]([C:3](=[O:4])[c:5]1[cH:6][c:7]2[c:12]([cH:13][cH:14]1)[C:11](=[O:15])[NH:10][C:9](=[O:16])[C:8]2=[CH:17][NH:34][c:31]1[cH:30][cH:29][c:28]([CH2:27][N:21]2[CH2:22][CH2:23][CH2:24][CH2:25][CH2:26]2)[cH:33][cH:32]1)[CH3:20].